This data is from the Open Reaction Database (ORD), a public repository of structured organic reaction records. The task is: describe an organic reaction: reactants, conditions, products, and yield Product: NCCCN(S(=O)(=O)C)CC1=CC(=CC=C1)C1=NC(=NC=C1)NCCC1=CC(=C(C=C1)OC)O (N-(3-Amino-propyl)-N-(3-{2-[2-(3-hydroxy-4-methoxy-phenyl)-ethylamino]-pyrimidin-4-yl}-benzyl)-methanesulfonamide). Reactants: C(C)(C)(C)OC(NCCCN(S(=O)(=O)C)CC1=CC(=CC=C1)C1=NC(=NC=C1)Cl)=O ((3-{[3-(2-Chloro-pyrimidin-4-yl)-benzyl]-methanesulfonyl-amino}-propyl)-carbamic acid tert-butyl ester), NCCC=1C=CC(=C(C1)O)OC (5-(2-Amino-ethyl)-2-methoxy-phenol), 486. Reported procedure: Intermediate 4 from above was coupled with 5-(2-Amino-ethyl)-2-methoxy-phenol following procedure F and the resulting product deprotected following procedure G. LC-MS showed the product had the expected M+H+ of 486. 1H NMR (Varian 300 MHz, CDCl3—CD3OD, shifts relative to the solvent peak at 7.24 ppm) δ 8.1 (m, 2H) 8.0 (d, 1H) 7.6 (m, 1H) 7.5 (m, 1H) 7.2 (m, 1H) 6.8 (s, 1H) 6.6 (s, 2H) 4.5 (s, 2H) 3.8 (m, 2H) 3.7 (s, 3H) 3.3 (m, 2H) 2.9 (m, 7H) 1.8 (m, 2H). Reaction SMILES: C(OC(=O)[NH:7][CH2:8][CH2:9][CH2:10][N:11]([CH2:16][C:17]1[CH:22]=[CH:21][CH:20]=[C:19]([C:23]2[CH:28]=[CH:27][N:26]=[C:25](Cl)[N:24]=2)[CH:18]=1)[S:12]([CH3:15])(=[O:14])=[O:13])(C)(C)C.[NH2:31][CH2:32][CH2:33][C:34]1[CH:35]=[CH:36][C:37]([O:41][CH3:42])=[C:38]([OH:40])[CH:39]=1>>[NH2:7][CH2:8][CH2:9][CH2:10][N:11]([CH2:16][C:17]1[CH:22]=[CH:21][CH:20]=[C:19]([C:23]2[CH:28]=[CH:27][N:26]=[C:25]([NH:31][CH2:32][CH2:33][C:34]3[CH:35]=[CH:36][C:37]([O:41][CH3:42])=[C:38]([OH:40])[CH:39]=3)[N:24]=2)[CH:18]=1)[S:12]([CH3:15])(=[O:13])=[O:14]. The reactants are C(C(=O)C1=CC=CC=C1)C1CS(CCC1=O)(=O)=O (3-phenacyl-2,3,5,6-tetrahydrothiopyran-4-one-1,1-dioxide), Cl (hydrochloric acid), CN(C)CCCN (dimethylaminopropylamine), C(C)(=O)O (acetic acid). The solvent is O (water). The product is CN(CCCN1C2=C(C=C1C1=CC=CC=C1)CS(CC2)(=O)=O)C (1-(3-dimethylaminopropyl)-2-phenyl-1,4,6,7-tetrahydrothiopyrano[4,3-b]pyrrole-5,5-dioxide). As a reaction SMILES: [CH2:1]([CH:10]1[C:15](=O)[CH2:14][CH2:13][S:12](=[O:18])(=[O:17])[CH2:11]1)[C:2]([C:4]1[CH:9]=[CH:8][CH:7]=[CH:6][CH:5]=1)=O.[CH3:19][N:20]([CH2:22][CH2:23][CH2:24][NH2:25])[CH3:21].C(O)(=O)C.Cl>O>[CH3:19][N:20]([CH3:21])[CH2:22][CH2:23][CH2:24][N:25]1[C:2]([C:4]2[CH:9]=[CH:8][CH:7]=[CH:6][CH:5]=2)=[CH:1][C:10]2[CH2:11][S:12](=[O:18])(=[O:17])[CH2:13][CH2:14][C:15]1=2. Reported procedure: A solution of 2.0 g (0.0075 mole) of 3-phenacyl-2,3,5,6-tetrahydrothiopyran-4-one-1,1-dioxide, 0.85 g of dimethylaminopropylamine and 30 ml. of acetic acid is heated under reflux for 5 hours. The reaction solution is cooled, diluted with water, adjusted to a pH of 1 with hydrochloric acid, and then washed with ether. The solution is made basic with sodium bicarbonate and extracted with ether. The ether extract is dried and concentrated to a solid. The solid is recrystallized from 2-propanol to g... Reactants: OC1=NN(C(=N1)C1=CC=C(C=C1)OC)C1=CC=C(C=C1)S(=O)(=O)N (4-[3-hydroxy-5-(4-methoxyphenyl)-1,2,4-triazole-1-yl]-benzenesulfonamide), O (water), [H-].[Na+] (NaH), IC (iodomethane). Solvent: CN(C)C=O (DMF). Conditions: time 3 hour. Product: COC1=NN(C(=N1)C1=CC=C(C=C1)OC)C1=CC=C(C=C1)S(=O)(=O)N (4-[3-methoxy-5-(4-methoxyphenyl)-1,2,4-triazole-1-yl]-benzenesulfonamide). Isolated yield 75.0%. RXN SMILES: [OH:1][C:2]1[N:6]=[C:5]([C:7]2[CH:12]=[CH:11][C:10]([O:13][CH3:14])=[CH:9][CH:8]=2)[N:4]([C:15]2[CH:20]=[CH:19][C:18]([S:21]([NH2:24])(=[O:23])=[O:22])=[CH:17][CH:16]=2)[N:3]=1.[H-].[Na+].I[CH3:28].O>CN(C=O)C>[CH3:28][O:1][C:2]1[N:6]=[C:5]([C:7]2[CH:12]=[CH:11][C:10]([O:13][CH3:14])=[CH:9][CH:8]=2)[N:4]([C:15]2[CH:20]=[CH:19][C:18]([S:21]([NH2:24])(=[O:23])=[O:22])=[CH:17][CH:16]=2)[N:3]=1 |f:1.2|. Reported procedure: 500 mg of 4-[3-hydroxy-5-(4-methoxyphenyl)-1,2,4-triazole-1-yl]-benzenesulfonamide prepared in the above Example 16, was dissolved in 10 ml of DMF and then 1.05 eq of NaH was slowly added thereto. Afterwards 1.5 eq of iodomethane was added to the mixture and then stirred for 3 hours at the same temperature. When the reaction was completed, the resultant was poured into 100 ml of cold water to form precipitate. The precipitate was filtered and then washed with 100 ml of cold ether and 100 ml of c... The reactants are c1ccc2c3c([nH]c2c1)CCNC3, CO, [H][H], O=C1CCN(Cc2ccccc2)CC1, c1ccsc1. The product is c1ccc(CN2CCC(N3CCc4[nH]c5ccccc5c4C3)CC2)cc1. Reaction SMILES: [CH2:1]1[NH:2][CH2:3][CH2:4][c:5]2[nH:6][c:7]3[cH:8][cH:9][cH:10][cH:11][c:12]3[c:13]21.[CH3:35][OH:36].[H:33][H:34].[c:14]1([CH2:20][N:21]2[CH2:22][CH2:23][C:24](=[O:27])[CH2:25][CH2:26]2)[cH:15][cH:16][cH:17][cH:18][cH:19]1.[cH:28]1[cH:29][s:30][cH:31][cH:32]1>>[CH2:1]1[N:2]([CH:24]2[CH2:23][CH2:22][N:21]([CH2:20][c:14]3[cH:15][cH:16][cH:17][cH:18][cH:19]3)[CH2:26][CH2:25]2)[CH2:3][CH2:4][c:5]2[nH:6][c:7]3[cH:8][cH:9][cH:10][cH:11][c:12]3[c:13]21. The reactants are [N+](=O)([O-])C1=CC=C(CN2N=C(C3=CC=CC=C23)CC(=O)OCC)C=C1 (Ethyl 2-[1-(4-nitrobenzyl)-1H-indazol-3-yl]acetate), C(C)(=O)OCC (ethyl acetate). Reagents/catalysts: [Pd] (Pd/C). Run in CO (methanol), petroleum ether. Product: NC1=CC=C(CN2N=C(C3=CC=CC=C23)CC(=O)OCC)C=C1 (ethyl 2-[1-(4-aminobenzyl)-1H-indazol-3-yl]acetate). RXN SMILES: [N+:1]([C:4]1[CH:25]=[CH:24][C:7]([CH2:8][N:9]2[C:17]3[C:12](=[CH:13][CH:14]=[CH:15][CH:16]=3)[C:11]([CH2:18][C:19]([O:21][CH2:22][CH3:23])=[O:20])=[N:10]2)=[CH:6][CH:5]=1)([O-])=O.C(OCC)(=O)C>CO.[Pd]>[NH2:1][C:4]1[CH:5]=[CH:6][C:7]([CH2:8][N:9]2[C:17]3[C:12](=[CH:13][CH:14]=[CH:15][CH:16]=3)[C:11]([CH2:18][C:19]([O:21][CH2:22][CH3:23])=[O:20])=[N:10]2)=[CH:24][CH:25]=1. Reported procedure: Ethyl 2-[1-(4-nitrobenzyl)-1H-indazol-3-yl]acetate (340 mg, 1.04 mmol) was dissolved in methanol (20 mL). 10% Pd/C(20 mg) was added, and reacted under hydrogen atmosphere for half an hour. TLC (petroleum ether:ethyl acetate=2:1) indicated that starting material disappeared. It was filtered to remove solid, rotate evaporated to dryness to remove the solvent. The resulting solid was used for the next step directly.